This data is from the Open Reaction Database (ORD), a public repository of structured organic reaction records. The task is: describe an organic reaction: reactants, conditions, products, and yield The reactants are C(C)(=O)OC(C)=O (acetic anhydride), NC1=CC=C(C=C1)C12C(N(C(C(C1)C2)=O)CCC)=O (1-(4-aminophenyl)-3-n-propyl-3-azabicyclo[3.1.1]heptane-2,4-dione). The reagents and catalysts are CN(C1=CC=NC=C1)C (4-dimethylaminopyridine), C(C)O (ethanol). Run in O1CCCC1 (tetrahydrofuran), O1CCCC1 (tetrahydrofuran). Run at time 15 minute. The product is C(C)(=O)NC1=CC=C(C=C1)C12C(N(C(C(C1)C2)=O)CCC)=O (1-(4-acetylaminophenyl)-3-n-propyl-3-azabicyclo[3.1.1]heptane-2,4-dione). As a reaction SMILES: [C:1](OC(=O)C)(=[O:3])[CH3:2].[NH2:8][C:9]1[CH:14]=[CH:13][C:12]([C:15]23[CH2:21][CH:19]([CH2:20]2)[C:18](=[O:22])[N:17]([CH2:23][CH2:24][CH3:25])[C:16]3=[O:26])=[CH:11][CH:10]=1>O1CCCC1.CN(C)C1C=CN=CC=1.C(O)C>[C:1]([NH:8][C:9]1[CH:10]=[CH:11][C:12]([C:15]23[CH2:20][CH:19]([CH2:21]2)[C:18](=[O:22])[N:17]([CH2:23][CH2:24][CH3:25])[C:16]3=[O:26])=[CH:13][CH:14]=1)(=[O:3])[CH3:2]. Reported procedure: A solution of 0.11 ml of acetic anhydride in 0.5 ml of tetrahydrofuran is added dropwise to a solution of 260 mg of 1-(4-aminophenyl)-3-n-propyl-3-azabicyclo[3.1.1]heptane-2,4-dione and 6 mg of 4-dimethylaminopyridine in 8 ml of tetrahydrofuran. After stirring at room temperature for 21/2 hours, two drops of ethanol are added to the reaction mixture and stirring is continued for a further 15 minutes. After concentration by evaporation and subsequent recrystallisation from ethyl acetate/petroleum...